describe an organic reaction: reactants, conditions, products, and yield From a dataset of the Open Reaction Database (ORD), a public repository of structured organic reaction records. Starting materials: C1COCCN1, Cc1ccc(-c2noc(COS(C)(=O)=O)n2)cc1NC(=O)c1cnc2ccccn12, CCN(C(C)C)C(C)C, CN(C)C=O. Product: Cc1ccc(-c2noc(CN3CCOCC3)n2)cc1NC(=O)c1cnc2ccccn12. RXN SMILES: [CH2:40]1[CH2:41][O:42][CH2:43][CH2:44][NH:45]1.[CH3:1][S:2]([O:3][CH2:6][c:7]1[n:8][c:9](-[c:12]2[cH:13][c:14]([NH:19][C:20](=[O:21])[c:22]3[cH:23][n:24][c:25]4[n:26]3[cH:27][cH:28][cH:29][cH:30]4)[c:15]([CH3:18])[cH:16][cH:17]2)[n:10][o:11]1)(=[O:4])=[O:5].[CH:31]([N:32]([CH2:33][CH3:34])[CH:35]([CH3:36])[CH3:37])([CH3:38])[CH3:39].[O:46]=[CH:47][N:48]([CH3:49])[CH3:50]>>[CH2:6]([c:7]1[n:8][c:9](-[c:12]2[cH:13][c:14]([NH:19][C:20](=[O:21])[c:22]3[cH:23][n:24][c:25]4[n:26]3[cH:27][cH:28][cH:29][cH:30]4)[c:15]([CH3:18])[cH:16][cH:17]2)[n:10][o:11]1)[N:45]1[CH2:40][CH2:41][O:42][CH2:43][CH2:44]1. Reactants: ClC=1C(N(C=CC1OCC1=C(C=C(C=C1)F)F)CC1=C2C=CN=CC2=CC=C1)=O (3-Chloro-4-(2,4-difluorobenzyloxy)-1-isoquinolin-5-ylmethyl-1H-pyridin-2-one), [BH3-]C#N.[Na+] (NaCNBH3). Solvent: O (water), [OH-].[Na+] (NaOH), CC(=O)O (AcOH). Reaction conditions: temperature 0 celsius, time 2 hour. The product is ClC=1C(N(C=CC1OCC1=C(C=C(C=C1)F)F)CC1=C2CCNCC2=CC=C1)=O (3-chloro-4-(2,4-difluoro-benzyloxy)-1-(1,2,3,4-tetrahydroisoquinolin-5-ylmethyl)-1H-pyridin-2-one). Isolated yield 91.7%. Reaction SMILES: [Cl:1][C:2]1[C:3](=[O:29])[N:4]([CH2:18][C:19]2[CH:28]=[CH:27][CH:26]=[C:25]3[C:20]=2[CH:21]=[CH:22][N:23]=[CH:24]3)[CH:5]=[CH:6][C:7]=1[O:8][CH2:9][C:10]1[CH:15]=[CH:14][C:13]([F:16])=[CH:12][C:11]=1[F:17].[BH3-]C#N.[Na+]>CC(O)=O.O.[OH-].[Na+]>[Cl:1][C:2]1[C:3](=[O:29])[N:4]([CH2:18][C:19]2[CH:28]=[CH:27][CH:26]=[C:25]3[C:20]=2[CH2:21][CH2:22][NH:23][CH2:24]3)[CH:5]=[CH:6][C:7]=1[O:8][CH2:9][C:10]1[CH:15]=[CH:14][C:13]([F:16])=[CH:12][C:11]=1[F:17] |f:1.2,5.6|. Procedure details: To a solution of 3-chloro-4-(2,4-difluorobenzyloxy)-1-isoquinolin-5-ylmethyl-1H-pyridin-2-one (Example 84) (0.14 g, 0.34 mmol) in AcOH (1.3 mL) was added NaCNBH3 (0.09 g, 1.4 mmol), and the reaction mixture was stirred for 2 h. The reaction mixture was cooled to 0° C., and diluted with water(10 mL) and 40% aqueous NaOH (10 mL), and the aqueous layer was washed with EtOAc (3×50 mL). The combined organics were washed with brine, dried (Na2SO4), filtered, and concentrated under reduced pressure. Pu... Reactants: C(C)(C)(C)OC(=O)N1C(CC(C1)OC1=C(C=C(C=C1)F)F)C(=O)OC (methyl 1-(tert-butoxycarbonyl)-4-(2,4-difluorophenoxy)pyrrolidine-2-carboxylate), [OH-].[Na+] (NaOH), Cl (HCl). Run in C1CCOC1 (THF). Reaction conditions: time 8 hour. Yields the product C(C)(C)(C)OC(=O)N1C(CC(C1)OC1=C(C=C(C=C1)F)F)C(=O)O (1-(tert-butoxycarbonyl)-4-(2,4-difluorophenoxy)pyrrolidine-2-carboxylic acid). The yield is 45.6%. Reaction SMILES: [C:1]([O:5][C:6]([N:8]1[CH2:12][CH:11]([O:13][C:14]2[CH:19]=[CH:18][C:17]([F:20])=[CH:16][C:15]=2[F:21])[CH2:10][CH:9]1[C:22]([O:24]C)=[O:23])=[O:7])([CH3:4])([CH3:3])[CH3:2].[OH-].[Na+].Cl>C1COCC1>[C:1]([O:5][C:6]([N:8]1[CH2:12][CH:11]([O:13][C:14]2[CH:19]=[CH:18][C:17]([F:20])=[CH:16][C:15]=2[F:21])[CH2:10][CH:9]1[C:22]([OH:24])=[O:23])=[O:7])([CH3:4])([CH3:2])[CH3:3] |f:1.2|. Reported procedure: To a stirred solution of methyl 1-(tert-butoxycarbonyl)-4-(2,4-difluorophenoxy)pyrrolidine-2-carboxylate (5.82 g, 16.3 mmol) in THF (130 ml) was added 0.25 N NaOH (130 ml, 32.6 mmol). The resulting mixture was stirred overnight. The mixture was poured into 1 N HCl (100 ml) and extracted with CHCl3 (2×200 ml). The extracts were dried over MgSO4 and evaporated. The residue was chromatographed on silica gel with CHCl3-EtOAc (4:1) as eluent to give 1-(tert-butoxycarbonyl)-4-(2,4-difluorophenoxy)pyrr...